Dataset: the Open Reaction Database (ORD), a public repository of structured organic reaction records. Task: describe an organic reaction: reactants, conditions, products, and yield The reactants are O=C([O-])[O-], COC(=O)c1cc(Cl)nc(Cl)c1, [K+], [K+], CC(C)CNn1c(=O)c(C2=NS(=O)(=O)c3cc(O)ccc3N2)c(O)c2ccccc21, c1ccncc1. Product: COC(=O)c1cc(Cl)nc(Oc2ccc3c(c2)S(=O)(=O)N=C(c2c(O)c4ccccc4n(NCC(C)C)c2=O)N3)c1. As a reaction SMILES: [C:31](=[O:32])([O-:33])[O-:34].[Cl:37][c:38]1[cH:39][c:40]([C:41](=[O:42])[O:43][CH3:44])[cH:45][c:46]([Cl:48])[n:47]1.[K+:35].[K+:36].[OH:1][c:2]1[c:3]([C:18]2=[N:19][S:20](=[O:29])(=[O:30])[c:21]3[c:22]([cH:24][cH:25][c:26]([OH:28])[cH:27]3)[NH:23]2)[c:4](=[O:17])[n:5]([NH:12][CH2:13][CH:14]([CH3:15])[CH3:16])[c:6]2[cH:7][cH:8][cH:9][cH:10][c:11]12.[cH:49]1[cH:50][cH:51][n:52][cH:53][cH:54]1>>[OH:1][c:2]1[c:3]([C:18]2=[N:19][S:20](=[O:29])(=[O:30])[c:21]3[c:22]([cH:24][cH:25][c:26]([O:28][c:46]4[cH:45][c:40]([C:41](=[O:42])[O:43][CH3:44])[cH:39][c:38]([Cl:37])[n:47]4)[cH:27]3)[NH:23]2)[c:4](=[O:17])[n:5]([NH:12][CH2:13][CH:14]([CH3:15])[CH3:16])[c:6]2[cH:7][cH:8][cH:9][cH:10][c:11]12. Starting materials: COc1ccc(CN(Cc2ccc(OC)cc2)c2nc(C)nc(-c3ccccc3Nc3ccc(OC)nc3)n2)cc1, O=S(=O)(O)C(F)(F)F, O=C(O)C(F)(F)F. The product is COc1ccc(Nc2ccccc2-c2nc(C)nc(N)n2)cn1. RXN SMILES: [CH3:1][O:2][c:3]1[cH:4][cH:5][c:6]([CH2:7][N:8]([c:9]2[n:10][c:11]([CH3:30])[n:12][c:13](-[c:15]3[c:16]([NH:21][c:22]4[cH:23][n:24][c:25]([O:28][CH3:29])[cH:26][cH:27]4)[cH:17][cH:18][cH:19][cH:20]3)[n:14]2)[CH2:31][c:32]2[cH:33][cH:34][c:35]([O:36][CH3:37])[cH:38][cH:39]2)[cH:40][cH:41]1.[F:42][C:43]([F:44])([F:45])[S:46]([OH:47])(=[O:48])=[O:49].[F:50][C:51]([F:52])([F:53])[C:54]([OH:55])=[O:56]>>[NH2:8][c:9]1[n:10][c:11]([CH3:30])[n:12][c:13](-[c:15]2[c:16]([NH:21][c:22]3[cH:23][n:24][c:25]([O:28][CH3:29])[cH:26][cH:27]3)[cH:17][cH:18][cH:19][cH:20]2)[n:14]1. Reactants: Cl.C(C)(C)C=1C=C(C=CC1)[C@H](C)N ((S)-1-(3-isopropylphenyl)ethanamine hydrochloride), ClC=1C=C(CN2C(=C(C3=CC(=CC=C23)C(=O)O)C)C)C=C(C1)O[C@H](C(=O)OC)C ((S)-1-(3-chloro-5-((1-methoxy-1-oxopropan-2-yl)oxy)benzyl)-2,3-dimethyl-1H-indole-5-carboxylic acid). The product is ClC=1C=C(O[C@H](C(=O)OC)C)C=C(C1)CN1C(=C(C2=CC(=CC=C12)C(N[C@@H](C)C1=CC(=CC=C1)C(C)C)=O)C)C ((S)-methyl 2-(3-chloro-5-((5-(((S)-1-(3-isopropylphenyl)ethyl)carbamoyl)-2,3-dimethyl-1H-indol-1-yl)methyl)phenoxy)propanoate). As a reaction SMILES: Cl.[CH:2]([C:5]1[CH:6]=[C:7]([C@@H:11]([NH2:13])[CH3:12])[CH:8]=[CH:9][CH:10]=1)([CH3:4])[CH3:3].[Cl:14][C:15]1[CH:16]=[C:17]([CH:33]=[C:34]([O:36][C@@H:37]([CH3:42])[C:38]([O:40][CH3:41])=[O:39])[CH:35]=1)[CH2:18][N:19]1[C:27]2[C:22](=[CH:23][C:24]([C:28](O)=[O:29])=[CH:25][CH:26]=2)[C:21]([CH3:31])=[C:20]1[CH3:32]>>[Cl:14][C:15]1[CH:35]=[C:34]([CH:33]=[C:17]([CH2:18][N:19]2[C:27]3[C:22](=[CH:23][C:24]([C:28](=[O:29])[NH:13][C@H:11]([C:7]4[CH:8]=[CH:9][CH:10]=[C:5]([CH:2]([CH3:4])[CH3:3])[CH:6]=4)[CH3:12])=[CH:25][CH:26]=3)[C:21]([CH3:31])=[C:20]2[CH3:32])[CH:16]=1)[O:36][C@@H:37]([CH3:42])[C:38]([O:40][CH3:41])=[O:39] |f:0.1|. Procedure details: The title compound was prepared following the same protocol as described in Step 5, Example 36, using the (S)-1-(3-isopropylphenyl)ethanamine hydrochloride instead of the (S)-1-(3-cyclopropylphenyl)ethanamine hydrochloride and the (S)-1-(3-chloro-5-((1-methoxy-1-oxopropan-2-yl)oxy)benzyl)-2,3-dimethyl-1H-indole-5-carboxylic acid instead of the 1-(4-(2-methoxy-2-oxoethoxy)benzyl)-2,3-dimethyl-1H-indole-5-carboxylic acid. Reactants: CC1=CC2=C(NC(C3=C(S2)SC2=C3C=CC=C2)=O)C=C1 (8-methyl-[1]benzothieno[2,3-b][1,5]benzothiazepin-12(11H)-one), P(=O)(Cl)(Cl)Cl (phosphorus oxychloride), CN1CCNCC1 (1-methylpiperazine). Yields the product CC1=CC2=C(N=C(C3=C(S2)SC2=C3C=CC=C2)N2CCN(CC2)C)C=C1 (8-methyl-12-(4-methylpiperazin-1-yl)-[1]benzothieno[2,3-b][1,5]benzothiazepine). RXN SMILES: [CH3:1][C:2]1[CH:20]=[CH:19][C:5]2[NH:6][C:7](=O)[C:8]3[C:13]4[CH:14]=[CH:15][CH:16]=[CH:17][C:12]=4[S:11][C:9]=3[S:10][C:4]=2[CH:3]=1.P(Cl)(Cl)(Cl)=O.[CH3:26][N:27]1[CH2:32][CH2:31][NH:30][CH2:29][CH2:28]1>>[CH3:1][C:2]1[CH:20]=[CH:19][C:5]2[N:6]=[C:7]([N:30]3[CH2:31][CH2:32][N:27]([CH3:26])[CH2:28][CH2:29]3)[C:8]3[C:13]4[CH:14]=[CH:15][CH:16]=[CH:17][C:12]=4[S:11][C:9]=3[S:10][C:4]=2[CH:3]=1. Procedure: In the same manner as in Example 80 and using 8-methyl-[1]benzothieno[2,3-b][1,5]benzothiazepin-12(11H)-one, phosphorus oxychloride, N,N-dimethylanilne, 1-methylpiperazine, 8-methyl-12-(4-methylpiperazin-1-yl)-[1]benzothieno[2,3-b][1,5]benzothiazepine is obtained. Starting materials: CCOC(=O)CC, N#CCc1ccccc1, [Na]. Product: CCC(=O)Cc1ccccc1. Reaction SMILES: [C:11]([CH2:12][CH3:13])([O:15][CH2:14][CH3:16])=[O:17].[CH2:2]([c:3]1[cH:4][cH:5][cH:6][cH:7][cH:8]1)[C:9]#[N:10].[Na:1]>>[CH2:2]([c:3]1[cH:4][cH:5][cH:6][cH:7][cH:8]1)[C:11]([CH2:12][CH3:13])=[O:15]. Reactants: ClCCl, CCOCC, O=C(Cl)C(=O)Cl, c1cc[nH]c1. Product: O=C(Cl)C(=O)c1ccc[nH]1. As a reaction SMILES: [CH2:17]([Cl:18])[Cl:19].[CH3:12][CH2:13][O:14][CH2:15][CH3:16].[Cl:6][C:7](=[O:8])[C:9](=[O:10])[Cl:11].[nH:1]1[cH:2][cH:3][cH:4][cH:5]1>>[nH:1]1[c:2]([C:9]([C:7]([Cl:6])=[O:8])=[O:10])[cH:3][cH:4][cH:5]1.